From a dataset of the Open Reaction Database (ORD), a public repository of structured organic reaction records. describe an organic reaction: reactants, conditions, products, and yield The reactants are C(C)OC(=O)C=1C(=NC2=CC(=CC=C2C1C1=C(C=CC=C1)F)Cl)C(C)C (7-chloro-4-(2-fluoro-phenyl)-2-isopropyl-quinoline-3-carboxylic acid ethyl ester), [OH-].[Na+] (NaOH). Run in C(C)O (ethanol). Yields the product ClC1=CC=C2C(=C(C(=NC2=C1)C(C)C)C(=O)O)C1=C(C=CC=C1)F (7-Chloro-4-(2-fluoro-phenyl)-2-isopropyl-quinoline-3-carboxylic acid). RXN SMILES: C([O:3][C:4]([C:6]1[C:7]([CH:24]([CH3:26])[CH3:25])=[N:8][C:9]2[C:14]([C:15]=1[C:16]1[CH:21]=[CH:20][CH:19]=[CH:18][C:17]=1[F:22])=[CH:13][CH:12]=[C:11]([Cl:23])[CH:10]=2)=[O:5])C.[OH-].[Na+]>C(O)C>[Cl:23][C:11]1[CH:10]=[C:9]2[C:14]([C:15]([C:16]3[CH:21]=[CH:20][CH:19]=[CH:18][C:17]=3[F:22])=[C:6]([C:4]([OH:5])=[O:3])[C:7]([CH:24]([CH3:25])[CH3:26])=[N:8]2)=[CH:13][CH:12]=1 |f:1.2|. Reported procedure: The title compound was prepared in analogy to example 6 step B from a mixture of 7-chloro-4-(2-fluoro-phenyl)-2-isopropyl-quinoline-3-carboxylic acid ethyl ester and 1N NaOH in ethanol. White solid. MS (ESI): 344.1 (M+H)+. Reactants: O=C1OC(=O)C2=C1CCCC2, C=CCOc1cc(N)c(F)cc1Cl, CC(=O)O, O. The product is C=CCOc1cc(N2C(=O)C3=C(CCCC3)C2=O)c(F)cc1Cl. Reaction SMILES: [C:14]1(=[O:24])[C:15]2=[C:16]([C:17](=[O:18])[O:19]1)[CH2:20][CH2:21][CH2:22][CH2:23]2.[CH2:1]([CH:2]=[CH2:3])[O:4][c:5]1[cH:6][c:7]([NH2:8])[c:9]([F:13])[cH:10][c:11]1[Cl:12].[CH3:25][C:26](=[O:27])[OH:28].[OH2:29]>>[CH2:1]([CH:2]=[CH2:3])[O:4][c:5]1[cH:6][c:7]([N:8]2[C:14](=[O:19])[C:15]3=[C:16]([C:17]2=[O:18])[CH2:20][CH2:21][CH2:22][CH2:23]3)[c:9]([F:13])[cH:10][c:11]1[Cl:12]. Starting materials: ClC=1C=C(C=CC1)[C@@H]([C@H]1CN(CCC1)C(=O)OC(C)(C)C)OCCOS(=O)(=O)C ((R)-tert-butyl 3-((R)-(3-chlorophenyl)(2-(methylsulfonyloxy)ethoxy)methyl)piperidine-1-carboxylate), CN(C)C=O (DMF), [N-]=[N+]=[N-].[Na+] (NaN3). The solvent is CCOC(=O)C (EtOAc). Conditions: temperature 80 celsius. Yields the product N(=[N+]=[N-])CCO[C@H]([C@H]1CN(CCC1)C(=O)OC(C)(C)C)C1=CC(=CC=C1)Cl ((R)-tert-butyl 3-((R)-(2-azidoethoxy)(3-chlorophenyl)methyl)piperidine-1-carboxylate). Yield: 99.1%. Reaction SMILES: [Cl:1][C:2]1[CH:3]=[C:4]([C@H:8]([O:22][CH2:23][CH2:24]OS(C)(=O)=O)[C@@H:9]2[CH2:14][CH2:13][CH2:12][N:11]([C:15]([O:17][C:18]([CH3:21])([CH3:20])[CH3:19])=[O:16])[CH2:10]2)[CH:5]=[CH:6][CH:7]=1.CN(C=O)C.[N-:35]=[N+:36]=[N-:37].[Na+]>CCOC(C)=O>[N:35]([CH2:24][CH2:23][O:22][C@@H:8]([C:4]1[CH:5]=[CH:6][CH:7]=[C:2]([Cl:1])[CH:3]=1)[C@@H:9]1[CH2:14][CH2:13][CH2:12][N:11]([C:15]([O:17][C:18]([CH3:21])([CH3:20])[CH3:19])=[O:16])[CH2:10]1)=[N+:36]=[N-:37] |f:2.3|. Reported procedure: (R)-tert-butyl 3-((R)-(3-chlorophenyl)(2-(methylsulfonyloxy)ethoxy)methyl)piperidine-1-carboxylate (15 g, 34 mmol) was dissolved into anhydrous DMF (150 mL), solid NaN3 (6.7 g, 102 mmol, 3 eq) was added and the reaction mixture was heated to 80° C. for overnight. The reaction mixture was cooled to rt and then was added with EtOAc (500 mL), the organic phase was washed with water (3×100 mL) and brine (2×80 mL), dried over Na2SO4 and concentrated in vacuo to provide crude (R)-tert-butyl 3-((R)-(2-... The reactants are CC1(OCCO1)C1=CC=C(O1)CN1N=CC(=N1)N (2-[5-(2-methyl-[1,3]dioxolan-2-yl)-furan-2-ylmethyl]-2H-[1,2,3]triazol-4-ylamine), COC=1C=C(C=CC1)C1=C(N=CO1)C(=O)O (5-(3-methoxy-phenyl)-oxazole-4-carboxylic acid). Yields the product C(C)(=O)C1=CC=C(O1)CN1N=CC(=N1)NC(=O)C=1N=COC1C1=CC(=CC=C1)OC (5-(3-Methoxy-phenyl)-oxazole-4-carboxylic acid [2-(5-acetyl-furan-2-ylmethyl)-2H-[1,2,3]triazol-4-yl]-amide). Reaction SMILES: [CH3:1][C:2]1([C:7]2[O:11][C:10]([CH2:12][N:13]3[N:17]=[C:16]([NH2:18])[CH:15]=[N:14]3)=[CH:9][CH:8]=2)[O:6]CCO1.[CH3:19][O:20][C:21]1[CH:22]=[C:23]([C:27]2[O:31][CH:30]=[N:29][C:28]=2[C:32](O)=[O:33])[CH:24]=[CH:25][CH:26]=1>>[C:2]([C:7]1[O:11][C:10]([CH2:12][N:13]2[N:17]=[C:16]([NH:18][C:32]([C:28]3[N:29]=[CH:30][O:31][C:27]=3[C:23]3[CH:24]=[CH:25][CH:26]=[C:21]([O:20][CH3:19])[CH:22]=3)=[O:33])[CH:15]=[N:14]2)=[CH:9][CH:8]=1)(=[O:6])[CH3:1]. Procedure details: Following general procedure A followed by L, starting from 2-[5-(2-methyl-[1,3]dioxolan-2-yl)-furan-2-ylmethyl]-2H-[1,2,3]triazol-4-ylamine and 5-(3-methoxy-phenyl)-oxazole-4-carboxylic acid. The reactants are C(CCCCCCCCCCC)(=O)[O-] (laurate), solution, CC(=O)C (acetone). Yields the product C(CCCCCCCCCCC)(=O)OC (methyl laurate). Reaction SMILES: [C:1]([O-:14])(=[O:13])[CH2:2][CH2:3][CH2:4][CH2:5][CH2:6][CH2:7][CH2:8][CH2:9][CH2:10][CH2:11][CH3:12].[CH3:15]C(C)=O>>[C:1]([O:14][CH3:15])(=[O:13])[CH2:2][CH2:3][CH2:4][CH2:5][CH2:6][CH2:7][CH2:8][CH2:9][CH2:10][CH2:11][CH3:12]. Procedure: As internal standard, 0.06 g of methayl laurate and 2 g of a sample were prepared and dissolved in 4 g of acetone, and the obtained solution (2 μL) was introduced to a device. An analytical curve was formed from the peak area of the internal standard, and the peak area obtained when the concentration of methyl laurate was changed, and an amount of an unreacted component contained the sample was determined. Reactants: ClC1=C(C=CC=C1)C1=CC(=CC(=C1)CO)C(=O)OC (Methyl 2′-chloro-5-(hydroxymethyl)biphenyl-3-carboxylate), C1(=CC=CC=C1)P(C1=CC=CC=C1)C1=CC=CC=C1 (triphenyl-phosphine), C(Br)(Br)(Br)Br (carbon tetrabromide). The solvent is C1CCOC1 (THF). Conditions: time 16 hour. Product: BrCC=1C=C(C=C(C1)C1=C(C=CC=C1)Cl)C(=O)OC (Methyl 5-(bromomethyl)-2′-chlorobiphenyl-3-carboxylate). Reaction SMILES: [Cl:1][C:2]1[CH:7]=[CH:6][CH:5]=[CH:4][C:3]=1[C:8]1[CH:13]=[C:12]([CH2:14]O)[CH:11]=[C:10]([C:16]([O:18][CH3:19])=[O:17])[CH:9]=1.C1(P(C2C=CC=CC=2)C2C=CC=CC=2)C=CC=CC=1.C(Br)(Br)(Br)[Br:40]>C1COCC1>[Br:40][CH2:14][C:12]1[CH:11]=[C:10]([C:16]([O:18][CH3:19])=[O:17])[CH:9]=[C:8]([C:3]2[CH:4]=[CH:5][CH:6]=[CH:7][C:2]=2[Cl:1])[CH:13]=1. Reported procedure: 187 mg (0.68 mmol) of the compound from Example 111A and 266 mg (1.01 mmol) of triphenyl-phosphine were dissolved in 6 ml of THF, and 336 mg (1.01 mmol) of carbon tetrabromide were added at RT. The mixture was then stirred at RT for 16 h. For work-up, the mixture was filtered through 20 g of kieselguhr, the filter cake was washed with ethyl acetate and the filtrate was concentrated under reduced pressure. The residue was purified chromatographically on silica gel (mobile phase: cyclohexane/ethyl... The reactants are [N+](=O)([O-])C(C)C (2-nitropropane), C(C)O.[O-]CC.[Na+] (sodium ethoxide ethanol), ice water, BrC1=C(C2=C(C=NNC2=O)N1COCC[Si](C)(C)C)CBr (2-bromo-3-bromomethyl-1-(2-trimethylsilylethoxymethyl)-1,5-dihydropyrrolo[2,3-d]pyridazin-4-one). Solvent: C(C)O (ethanol). Run at time 1 hour. Yields the product BrC1=C(C2=C(C=NNC2=O)N1COCC[Si](C)(C)C)C=O (2-Bromo-3-formyl-1-(2-trimethylsilylethoxymethyl)-1,5-dihydropyrrolo[2,3-d]pyridazin-4-one). The yield is 53.4%. Reaction SMILES: [N+](C(C)C)([O-])=[O:2].C(O)C.[O-]CC.[Na+].[Br:14][C:15]1[N:24]([CH2:25][O:26][CH2:27][CH2:28][Si:29]([CH3:32])([CH3:31])[CH3:30])[C:18]2[CH:19]=[N:20][NH:21][C:22](=[O:23])[C:17]=2[C:16]=1[CH2:33]Br>C(O)C>[Br:14][C:15]1[N:24]([CH2:25][O:26][CH2:27][CH2:28][Si:29]([CH3:32])([CH3:31])[CH3:30])[C:18]2[CH:19]=[N:20][NH:21][C:22](=[O:23])[C:17]=2[C:16]=1[CH:33]=[O:2] |f:1.2.3|. Procedure details: To 370 mg (4.2 mmol) of 2-nitropropane were added 10 ml of dehydrated ethanol and 1.43 g (4.2 mmol) of 20% sodium ethoxide ethanol solution, then, 500 mg (0.84 mmol) of 2-bromo-3-bromomethyl-1-(2-trimethylsilylethoxymethyl)-1,5-dihydropyrrolo[2,3-d]pyridazin-4-one obtained in Reference example 24-(f) was added to the mixture at 5° C., and the mixture was stirred at the same temperature for 1 hour. After completion of the reaction, ice water was added to the reaction mixture, and the mixture was ...